describe an organic reaction: reactants, conditions, products, and yield From a dataset of the Open Reaction Database (ORD), a public repository of structured organic reaction records. Reactants: S(=O)(=O)([O-])OOS(=O)(=O)[O-].[K+].[K+] (potassium persulfate), P(=O)(O)([O-])[O-].[Na+].[Na+] (sodium monohydrogen phosphate), C(C)(C)(C)OC(=O)NC1C(N(C1=O)CC1=C(C=C(C=C1)OC)OC)C(=O)OC (methyl 3-t-butoxycarbonylamino-1-(2,4-dimethoxybenzyl)-4-oxoazetidine-2-carboxylate). Solvent: O (water), C(C)#N (acetonitrile). Run at time 2.5 hour. The product is C(C)(C)(C)OC(=O)N[C@@H]1[C@@H](NC1=O)C(=O)OC (Methyl cis-3-t-Butoxycarbonylamino-4-oxoazetidine-2-carboxylate). Isolated yield 30.7%. RXN SMILES: [C:1]([O:5][C:6]([NH:8][CH:9]1[C:12](=[O:13])[N:11](CC2C=CC(OC)=CC=2OC)[CH:10]1[C:25]([O:27][CH3:28])=[O:26])=[O:7])([CH3:4])([CH3:3])[CH3:2].S(OOS([O-])(=O)=O)([O-])(=O)=O.[K+].[K+].P([O-])([O-])(O)=O.[Na+].[Na+]>C(#N)C.O>[C:1]([O:5][C:6]([NH:8][C@H:9]1[C:12](=[O:13])[NH:11][C@H:10]1[C:25]([O:27][CH3:28])=[O:26])=[O:7])([CH3:4])([CH3:3])[CH3:2] |f:1.2.3,4.5.6|. Procedure details: A solution of 10.5 g (26.7 mmole) of methyl 3-t-butoxycarbonylamino-1-(2,4-dimethoxybenzyl)-4-oxoazetidine-2-carboxylate in 500 ml of acetonitrile is degassed with argon and warmed to 80°. A degassed solution of 15 g (55.5 mmole) of potassium persulfate and 7.5 g (28 mmole) of sodium monohydrogen phosphate in 150 ml of water is added in five portions over 1 hr. The reaction is stirred at 80°-85° under argon for 2-3 hrs until all starting material is consumed (tlc). The reaction mixture is cooled... Starting materials: COC(=O)C=1OC(=CC1)Br (5-bromo-furan-2-carboxylic acid methyl ester), CS(=O)[O-].[Na+] (sodium methanesulfinate). Reagents/catalysts: [Cu]I (copper (I) iodide). The solvent is O (water), C(C)(=O)OCC (ethyl acetate), CS(=O)C (DMSO). Conditions: temperature 110 celsius. Product: COC(=O)C=1OC(=CC1)S(=O)(=O)C (5-methanesulfonyl-furan-2-carboxylic acid methyl ester). Reaction SMILES: [CH3:1][O:2][C:3]([C:5]1[O:6][C:7](Br)=[CH:8][CH:9]=1)=[O:4].[CH3:11][S:12]([O-:14])=[O:13].[Na+]>CS(C)=O.O.C(OCC)(=O)C.[Cu]I>[CH3:1][O:2][C:3]([C:5]1[O:6][C:7]([S:12]([CH3:11])(=[O:14])=[O:13])=[CH:8][CH:9]=1)=[O:4] |f:1.2|. Reported procedure: To a solution of 5-bromo-furan-2-carboxylic acid methyl ester (4.7 g, 23 mmol) in DMSO (25 mL) was added the sodium methanesulfinate (5.5 g, 46 mmol) followed by copper (I) iodide (4.4 g, 23 mmol). The mixture was then heated to 110° C. for 2 hours. The reaction was diluted with water (100 mL) and ethyl acetate (100 mL) and filtered through diatomaceous earth. The aqueous layer was separated and extracted with ethyl acetate (3×50 mL). The combined organic layers were washed with brine (2×50 mL),... Yields the product COC=1C=C(C=CC1OC)C=1C(C(N(N1)C1CCN(CC1)S(=O)(=O)C=1C=CC=C2C=CC=NC12)=O)(C)C (5-(3,4-Dimethoxyphenyl)-4,4-dimethyl-2-[1-(quinolin-8-ylsulfonyl)piperidin-4-yl]-2,4-dihydro-3H-pyrazol-3-one). Reactants: Cl.COC=1C=C(C=CC1OC)C=1C(C(N(N1)C1CCNCC1)=O)(C)C (5-(3,4-dimethoxyphenyl)-4,4-dimethyl-2-(piperidin-4-yl)-2,4-dihydro-3H-pyrazol-3-one hydrochloride), Cl.COC=1C=C(C=CC1OC)C=1C(C(N(N1)C1CCNCC1)=O)(C)C (5-(3,4-dimethoxyphenyl)-4,4-dimethyl-2-(piperidin-4-yl)-2,4-dihydro-3H-pyrazol-3-one hydrochloride), N1=CC=CC2=CC=CC(=C12)S(=O)(=O)Cl (quinoline-8-sulfonyl chloride). Procedure details: The title compound is prepared analogously as described for GP1 using 5-(3,4-dimethoxyphenyl)-4,4-dimethyl-2-(piperidin-4-yl)-2,4-dihydro-3H-pyrazol-3-one hydrochloride (compound B1*HCl) and quinoline-8-sulfonyl chloride as starting compounds. The crude product is purified by crystallization from methanol to yield the title compound. RXN SMILES: Cl.[CH3:2][O:3][C:4]1[CH:5]=[C:6]([C:12]2[C:13]([CH3:25])([CH3:24])[C:14](=[O:23])[N:15]([CH:17]3[CH2:22][CH2:21][NH:20][CH2:19][CH2:18]3)[N:16]=2)[CH:7]=[CH:8][C:9]=1[O:10][CH3:11].[N:26]1[C:35]2[C:30](=[CH:31][CH:32]=[CH:33][C:34]=2[S:36](Cl)(=[O:38])=[O:37])[CH:29]=[CH:28][CH:27]=1>>[CH3:2][O:3][C:4]1[CH:5]=[C:6]([C:12]2[C:13]([CH3:25])([CH3:24])[C:14](=[O:23])[N:15]([CH:17]3[CH2:22][CH2:21][N:20]([S:36]([C:34]4[CH:33]=[CH:32][CH:31]=[C:30]5[C:35]=4[N:26]=[CH:27][CH:28]=[CH:29]5)(=[O:37])=[O:38])[CH2:19][CH2:18]3)[N:16]=2)[CH:7]=[CH:8][C:9]=1[O:10][CH3:11] |f:0.1|. The reactants are [Br-], [Br-], [Br-], C#C[Mg+], C1CCOC1, Clc1cc(Cl)cc(I)c1, [Zn+2]. Yields the product C#Cc1cc(Cl)cc(Cl)c1. As a reaction SMILES: [Br-:19].[Br-:1].[Br-:21].[C:2](#[CH:3])[Mg+:4].[CH2:14]1[O:15][CH2:16][CH2:17][CH2:18]1.[Cl:5][c:6]1[cH:7][c:8]([I:13])[cH:9][c:10]([Cl:12])[cH:11]1.[Zn+2:20]>>[C:2](#[CH:3])[c:8]1[cH:7][c:6]([Cl:5])[cH:11][c:10]([Cl:12])[cH:9]1. The reactants are CCCCCCC (heptane), NC1=C(C2=C(S1)CCCC2)C(=O)NC (2-Amino-N-methyl-4,5,6,7-tetrahydrobenzo[b]thiophene-3-carboxamide), ClCCC(=O)Cl (3-chloropropanoyl chloride), C([O-])([O-])=O.[K+].[K+] (Potassium carbonate). Solvent: C1CCOC1 (THF). Conditions: time 5 minute. Yields the product ClCCC(=O)NC1=C(C2=C(S1)CCCC2)C(=O)NC (2-(3-Chloropropanamido)-N-methyl-4,5,6,7-tetrahydrobenzo[b]thiophene-3-carboxamide). Yield: 43.8%. Reaction SMILES: [NH2:1][C:2]1[S:6][C:5]2[CH2:7][CH2:8][CH2:9][CH2:10][C:4]=2[C:3]=1[C:11]([NH:13][CH3:14])=[O:12].C(=O)([O-])[O-].[K+].[K+].[Cl:21][CH2:22][CH2:23][C:24](Cl)=[O:25].CCCCCCC>C1COCC1>[Cl:21][CH2:22][CH2:23][C:24]([NH:1][C:2]1[S:6][C:5]2[CH2:7][CH2:8][CH2:9][CH2:10][C:4]=2[C:3]=1[C:11]([NH:13][CH3:14])=[O:12])=[O:25] |f:1.2.3|. Procedure: 2-Amino-N-methyl-4,5,6,7-tetrahydrobenzo[b]thiophene-3-carboxamide (2.82 g, 13.41 mmol) was completely dissolved in THF (90 mL). Potassium carbonate (2.22 g, 16.09 mmol) was then added and the reaction stirred for 5 min. 3-chloropropanoyl chloride (2.04 g, 1.536 mL, 16.09 mmol) was added and the reaction mixture stirred at RT for 30 min. THF was removed in vacuo. Water was added and the reaction mixture extracted into EtOAc (×3). The combined EtOAc layers were washed with brine, dried over MgSO4... Reactants: stock solution, NCCC1=CC=C(C=C1)C1=CC=C(C=C1)C(CNS(=O)(=O)C(C)C)C (N-2-(4-(4-(2-aminoethyl)phenyl)phenyl)propyl 2-propanesulfonamide), FC(C=1C=C(C=CC1)S(=O)(=O)Cl)(F)F (3-trifluoromethyl-benzenesulfonyl chloride). Yields the product FC(C=1C=C(C=CC1)S(=O)(=O)NCCC1=CC=C(C=C1)C1=CC=C(C=C1)C(CNS(=O)(=O)C(C)C)C)(F)F (N-2-(4-(4-(2-(3-trifluoromethylbenzenesulfonylamino)ethyl)phenyl)phenyl)propyl 2-propanesulfonamide). RXN SMILES: [NH2:1][CH2:2][CH2:3][C:4]1[CH:9]=[CH:8][C:7]([C:10]2[CH:15]=[CH:14][C:13]([CH:16]([CH3:25])[CH2:17][NH:18][S:19]([CH:22]([CH3:24])[CH3:23])(=[O:21])=[O:20])=[CH:12][CH:11]=2)=[CH:6][CH:5]=1.[F:26][C:27]([F:39])([F:38])[C:28]1[CH:29]=[C:30]([S:34](Cl)(=[O:36])=[O:35])[CH:31]=[CH:32][CH:33]=1>>[F:39][C:27]([F:26])([F:38])[C:28]1[CH:29]=[C:30]([S:34]([NH:1][CH2:2][CH2:3][C:4]2[CH:5]=[CH:6][C:7]([C:10]3[CH:15]=[CH:14][C:13]([CH:16]([CH3:25])[CH2:17][NH:18][S:19]([CH:22]([CH3:24])[CH3:23])(=[O:21])=[O:20])=[CH:12][CH:11]=3)=[CH:8][CH:9]=2)(=[O:35])=[O:36])[CH:31]=[CH:32][CH:33]=1. Procedure details: The title compound was prepared following the method of Example 147 and using 1 mL of a stock solution of 0.5 g (1.4 mmol) of material from Example 50 and 19 mg (0.11 mmol) 3-trifluoromethyl-benzenesulfonyl chloride. MMR was consistent with the proposed compound. Starting materials: ClC1=CC=NC2=CC(=C(C=C12)OC)OCCCN1CCOCC1 (4-Chloro-6-methoxy-7-(3-morpholinopropoxy)quinoline), C(C1=CC=CC=C1)OC=1C(=CC(=C(C1)O)F)C (5-benzyloxy-2-fluoro-4-methylphenol), CC(C)([O-])C.[K+] (potassium t-butoxide). Run in CS(=O)C (DMSO). Reaction conditions: temperature 160 celsius. Yields the product C(C1=CC=CC=C1)OC=1C(=CC(=C(OC2=CC=NC3=CC(=C(C=C23)OC)OCCCN2CCOCC2)C1)F)C (4-(5-benzyloxy-2-fluoro-4-methylphenoxy)-6-methoxy-7-(3-morpholinopropoxy)quinoline). Yield: 26.6%. As a reaction SMILES: Cl[C:2]1[C:11]2[C:6](=[CH:7][C:8]([O:14][CH2:15][CH2:16][CH2:17][N:18]3[CH2:23][CH2:22][O:21][CH2:20][CH2:19]3)=[C:9]([O:12][CH3:13])[CH:10]=2)[N:5]=[CH:4][CH:3]=1.[CH2:24]([O:31][C:32]1[C:33]([CH3:40])=[CH:34][C:35]([F:39])=[C:36]([OH:38])[CH:37]=1)[C:25]1[CH:30]=[CH:29][CH:28]=[CH:27][CH:26]=1.CC(C)([O-])C.[K+]>CS(C)=O>[CH2:24]([O:31][C:32]1[C:33]([CH3:40])=[CH:34][C:35]([F:39])=[C:36]([CH:37]=1)[O:38][C:2]1[C:11]2[C:6](=[CH:7][C:8]([O:14][CH2:15][CH2:16][CH2:17][N:18]3[CH2:23][CH2:22][O:21][CH2:20][CH2:19]3)=[C:9]([O:12][CH3:13])[CH:10]=2)[N:5]=[CH:4][CH:3]=1)[C:25]1[CH:26]=[CH:27][CH:28]=[CH:29][CH:30]=1 |f:2.3|. Procedure: 4-Chloro-6-methoxy-7-(3-morpholinopropoxy)quinoline (250 mg, 0.74 mmol) was added to a solution of 5-benzyloxy-2-fluoro-4-methylphenol (257 mg 1.1 mmol) and potassium t-butoxide (125 mg, 1.1 mmol) in DMSO (3 ml) and the mixture heated at 160° C. for 1.5 hours. The mixture was allowed to cool and was partitioned between water and ethyl acetate. The organic layer was separated, washed with brine, dried (MgSO4), and the solvent removed by evaporation. The residue was purified by column chromatograp... Reactants: [OH-].C(CCC)[N+](CCCC)(CCCC)CCCC (Tetrabutylammonium hydroxide), C1(CCCCC1)C=1C=2C=CC(=CC2N2C1C1=C(C=C(C2)C(=O)OC)C=C(C=C1)OC)C(=O)OC(C)(C)C (10-tert-butyl 6-methyl 13-cyclohexyl-3-methoxy-7H-indolo[2,1-a][2]benzazepine-6,10-dicarboxylate), Cl (HCl). Run in CO (MeOH), C1CCOC1 (THF). Yields the product C(C)(C)(C)OC(=O)C=1C=CC=2C(=C3N(CC(=CC4=C3C=CC(=C4)OC)C(=O)O)C2C1)C1CCCCC1 (10-(tert-butoxycarbonyl)-13-cyclohexyl-3-methoxy-7H-indolo[2,1-a][2]benzazepine-6-carboxylic acid). Isolated yield 118.0%. Procedure: Tetrabutylammonium hydroxide (40% in water, 14.4 mL, 22 mmol) was added to a slurry of 10-tert-butyl 6-methyl 13-cyclohexyl-3-methoxy-7H-indolo[2,1-a][2]benzazepine-6,10-dicarboxylate (5.0 g, 10 mmol) in MeOH (40 mL) and THF (40 mL) and the reaction was stirred at rt ON (complete by LCMS). The reaction mixture was neutralized with 1N HCl (aq) (24 mL) and concentrated to remove the organic solvents. The sludge was diluted with water, stirred and the solids were collected by filtration. The wet so... RXN SMILES: [OH-].C([N+](CCCC)(CCCC)CCCC)CCC.[CH:19]1([C:25]2[C:26]3[CH:27]=[CH:28][C:29]([C:49]([O:51][C:52]([CH3:55])([CH3:54])[CH3:53])=[O:50])=[CH:30][C:31]=3[N:32]3[CH2:38][C:37]([C:39]([O:41]C)=[O:40])=[CH:36][C:35]4[CH:43]=[C:44]([O:47][CH3:48])[CH:45]=[CH:46][C:34]=4[C:33]=23)[CH2:24][CH2:23][CH2:22][CH2:21][CH2:20]1.Cl>CO.C1COCC1>[C:52]([O:51][C:49]([C:29]1[CH:28]=[CH:27][C:26]2[C:25]([CH:19]3[CH2:24][CH2:23][CH2:22][CH2:21][CH2:20]3)=[C:33]3[C:34]4[CH:46]=[CH:45][C:44]([O:47][CH3:48])=[CH:43][C:35]=4[CH:36]=[C:37]([C:39]([OH:41])=[O:40])[CH2:38][N:32]3[C:31]=2[CH:30]=1)=[O:50])([CH3:55])([CH3:53])[CH3:54] |f:0.1|. The reactants are COC(=O)c1cnc(Cl)cn1, Oc1ccc2c(c1)CCN(C1CCC1)CC2, ClCCl, [H-], [Na+], CN(C)C=O. Yields the product COC(=O)c1cnc(Oc2ccc3c(c2)CCN(C2CCC2)CC3)cn1. As a reaction SMILES: [CH3:19][O:20][C:21](=[O:22])[c:23]1[n:24][cH:25][c:26]([Cl:29])[n:27][cH:28]1.[CH:3]1([N:7]2[CH2:8][CH2:9][c:10]3[c:11]([cH:14][c:15]([OH:18])[cH:16][cH:17]3)[CH2:12][CH2:13]2)[CH2:4][CH2:5][CH2:6]1.[Cl:35][CH2:36][Cl:37].[H-:1].[Na+:2].[O:30]=[CH:31][N:32]([CH3:33])[CH3:34]>>[CH:3]1([N:7]2[CH2:8][CH2:9][c:10]3[c:11]([cH:14][c:15]([O:18][c:26]4[cH:25][n:24][c:23]([C:21]([O:20][CH3:19])=[O:22])[cH:28][n:27]4)[cH:16][cH:17]3)[CH2:12][CH2:13]2)[CH2:4][CH2:5][CH2:6]1.